From a dataset of the Open Reaction Database (ORD), a public repository of structured organic reaction records. describe an organic reaction: reactants, conditions, products, and yield The reactants are ClC1=CC=C(COCC2=CC=CC(=N2)N)C=C1 (6-(4-chloro-benzyloxymethyl)-pyridin-2-ylamine), FC1=C(C=C(C=C1)S(=O)(=O)Cl)C(F)(F)F (4-fluoro-3-(trifluoromethyl)-benzenesulfonyl chloride). The product is ClC1=CC=C(COCC2=CC=CC(=N2)NS(=O)(=O)C2=CC(=C(C=C2)F)C(F)(F)F)C=C1 (N-[6-(4-Chloro-benzyloxymethyl)-pyridin-2-yl]-4-fluoro-3-trifluoromethyl-benzenesulfonamide). RXN SMILES: [Cl:1][C:2]1[CH:17]=[CH:16][C:5]([CH2:6][O:7][CH2:8][C:9]2[N:14]=[C:13]([NH2:15])[CH:12]=[CH:11][CH:10]=2)=[CH:4][CH:3]=1.[F:18][C:19]1[CH:24]=[CH:23][C:22]([S:25](Cl)(=[O:27])=[O:26])=[CH:21][C:20]=1[C:29]([F:32])([F:31])[F:30]>>[Cl:1][C:2]1[CH:3]=[CH:4][C:5]([CH2:6][O:7][CH2:8][C:9]2[N:14]=[C:13]([NH:15][S:25]([C:22]3[CH:23]=[CH:24][C:19]([F:18])=[C:20]([C:29]([F:32])([F:30])[F:31])[CH:21]=3)(=[O:27])=[O:26])[CH:12]=[CH:11][CH:10]=2)=[CH:16][CH:17]=1. Procedure details: This material was prepared in analogy to example 1 from 6-(4-chloro-benzyloxymethyl)-pyridin-2-ylamine (0.08 g) and 4-fluoro-3-(trifluoromethyl)-benzenesulfonyl chloride (0.092g) as a light yellow gum (0.039 g). MS (ESI−): 472.8 ([M−H]−). Starting materials: [Si](C)(C)(C(C)(C)C)OCCCN1C(N(C=2N=C(N(C2C1=O)CC1=CC=C(C=C1)Cl)C(C(C)C)O)C)=O (1-(3-((tert-Butyldimethylsilyl)oxy)propyl)-7-(4-chlorobenzyl)-8-(1-hydroxy-2-methylpropyl)-3-methyl-1H-purine-2,6(3H,7H)-dione), Cl (HCl). The solvent is C(C)O (ethanol), O (water), C(C)OCC (diethyl ether). Conditions: time 1 hour. The product is ClC1=CC=C(CN2C(=NC=3N(C(N(C(C23)=O)CCCO)=O)C)C(C(C)C)O)C=C1 (7-(4-chlorobenzyl)-8-(1-hydroxy-2-methylpropyl)-1-(3-hydroxypropyl)-3-methyl-1H-purine-2,6(3H,7H)-dione). Isolated yield 56.9%. RXN SMILES: [Si]([O:8][CH2:9][CH2:10][CH2:11][N:12]1[C:20](=[O:21])[C:19]2[N:18]([CH2:22][C:23]3[CH:28]=[CH:27][C:26]([Cl:29])=[CH:25][CH:24]=3)[C:17]([CH:30]([OH:34])[CH:31]([CH3:33])[CH3:32])=[N:16][C:15]=2[N:14]([CH3:35])[C:13]1=[O:36])(C(C)(C)C)(C)C.Cl>C(O)C.O.C(OCC)C>[Cl:29][C:26]1[CH:25]=[CH:24][C:23]([CH2:22][N:18]2[C:19]3[C:20](=[O:21])[N:12]([CH2:11][CH2:10][CH2:9][OH:8])[C:13](=[O:36])[N:14]([CH3:35])[C:15]=3[N:16]=[C:17]2[CH:30]([OH:34])[CH:31]([CH3:32])[CH3:33])=[CH:28][CH:27]=1. Procedure details: Step 2 1-(3-((tert-Butyldimethylsilyl)oxy)propyl)-7-(4-chlorobenzyl)-8-(1-hydroxy-2-methylpropyl)-3-methyl-1H-purine-2,6(3H,7H)-dione (0.19 g, 0.355 mmol) was dissolved in ethanol (5 mL) and 6 N HCl (0.5 mL) was added. The clear solution was stirred at room temperature for 1 h. The reaction was diluted with water (75 mL) and extracted with DCM (3×50 ml). The combined extracts were dried with magnesium sulfate, filtered and the solvent was removed under reduced pressure to yield a white solid. So... Reactants: ClC=1C=C(C(=O)NC=2SC3=C(N2)C(=CC=C3N3CCOCC3)OC)C=CN1 (2-chloro-N-(4-methoxy-7-morpholin-4-yl-benzothiazol-2-yl)-isonicotinamide), [H-].[Na+] (sodium hydride), C(C1=CC=CC=C1)O (benzyl alcohol). The solvent is O1CCOCC1 (dioxane). Product: C(C1=CC=CC=C1)OC=1C=C(C(=O)NC=2SC3=C(N2)C(=CC=C3N3CCOCC3)OC)C=CN1 (2-Benzyloxy-N-(4-methoxy-7-morpholin-4-yl-benzothiazol-2-yl)-isonicotinamide). As a reaction SMILES: Cl[C:2]1[CH:3]=[C:4]([CH:25]=[CH:26][N:27]=1)[C:5]([NH:7][C:8]1[S:9][C:10]2[C:16]([N:17]3[CH2:22][CH2:21][O:20][CH2:19][CH2:18]3)=[CH:15][CH:14]=[C:13]([O:23][CH3:24])[C:11]=2[N:12]=1)=[O:6].[H-].[Na+].[CH2:30]([OH:37])[C:31]1[CH:36]=[CH:35][CH:34]=[CH:33][CH:32]=1>O1CCOCC1>[CH2:30]([O:37][C:2]1[CH:3]=[C:4]([CH:25]=[CH:26][N:27]=1)[C:5]([NH:7][C:8]1[S:9][C:10]2[C:16]([N:17]3[CH2:22][CH2:21][O:20][CH2:19][CH2:18]3)=[CH:15][CH:14]=[C:13]([O:23][CH3:24])[C:11]=2[N:12]=1)=[O:6])[C:31]1[CH:36]=[CH:35][CH:34]=[CH:33][CH:32]=1 |f:1.2|. Procedure details: From 2-chloro-N-(4-methoxy-7-morpholin-4-yl-benzothiazol-2-yl)-isonicotinamide with sodium hydride and benzyl alcohol in dioxane. ES-MS m/e (%): 499 (M+Na+, 40), 477 (M+H+, 100).